Task: describe an organic reaction: reactants, conditions, products, and yield. Dataset: the Open Reaction Database (ORD), a public repository of structured organic reaction records Reactants: CN1CCCC1=O, CCOCC, O=[N+]([O-])c1cccnc1Cl, Cl, Nc1cccc(B(O)O)c1, [Na+], [Na+], [Na+], O=C([O-])[O-], O=P([O-])(O)O. The product is O=[N+]([O-])c1cccnc1Nc1cccc(B(O)O)c1. Reaction SMILES: [CH3:28][N:29]1[CH2:30][CH2:31][CH2:32][C:33]1=[O:34].[CH3:35][CH2:36][O:37][CH2:38][CH3:39].[Cl:12][c:13]1[n:14][cH:15][cH:16][cH:17][c:18]1[N+:19](=[O:20])[O-:21].[ClH:1].[NH2:2][c:3]1[cH:4][c:5]([B:9]([OH:10])[OH:11])[cH:6][cH:7][cH:8]1.[Na+:22].[Na+:23].[Na+:40].[O-:24][C:25](=[O:26])[O-:27].[OH:41][P:42](=[O:43])([O-:44])[OH:45]>>[NH:2]([c:3]1[cH:4][c:5]([B:9]([OH:10])[OH:11])[cH:6][cH:7][cH:8]1)[c:13]1[n:14][cH:15][cH:16][cH:17][c:18]1[N+:19](=[O:20])[O-:21]. The reactants are C1CCOC1, [Li]CCCC, CC(C)C1COC(=O)N1, O=C(Cl)Cc1ccc(Cl)cc1. The product is CC(C)C1COC(=O)N1C(=O)Cc1ccc(Cl)cc1. Reaction SMILES: [CH2:26]1[O:27][CH2:28][CH2:29][CH2:30]1.[CH3:10][CH2:11][CH2:12][CH2:13][Li:14].[CH:1]([CH3:2])([CH3:3])[CH:4]1[NH:5][C:6](=[O:9])[O:7][CH2:8]1.[Cl:15][c:16]1[cH:17][cH:18][c:19]([CH2:22][C:23](=[O:24])[Cl:25])[cH:20][cH:21]1>>[CH:1]([CH3:2])([CH3:3])[CH:4]1[N:5]([C:23]([CH2:22][c:19]2[cH:18][cH:17][c:16]([Cl:15])[cH:21][cH:20]2)=[O:24])[C:6](=[O:9])[O:7][CH2:8]1.